Dataset: the Open Reaction Database (ORD), a public repository of structured organic reaction records. Task: describe an organic reaction: reactants, conditions, products, and yield The reactants are 7-amino-4-aza-3,3-dimethyl-5-oxaheptan-2-one oxime, C(C)(C)N(CC)C(C)C (diisopropylethylamine), ClC(C(CCN1C(=NC=C1)[N+](=O)[O-])N=O)(C)C (4-chloro-4-methyl-1-(2-nitro-1H-imidazol-1-yl)-3-nitrosopentane). Reaction conditions: time 24 hour. Product: CC(=CCCN1C(=NC=C1)[N+](=O)[O-])C (4-methyl-1-(2-nitro-1H-imidazol-1-yl)-3-pentene). Reaction SMILES: C(N(C(C)C)CC)(C)C.Cl[C:11]([CH3:26])([CH3:25])[CH:12](N=O)[CH2:13][CH2:14][N:15]1[CH:19]=[CH:18][N:17]=[C:16]1[N+:20]([O-:22])=[O:21]>>[CH3:25][C:11]([CH3:26])=[CH:12][CH2:13][CH2:14][N:15]1[CH:19]=[CH:18][N:17]=[C:16]1[N+:20]([O-:22])=[O:21]. Procedure details: To a mixture of 7-amino-4-aza-3,3-dimethyl-5-oxaheptan-2-one oxime (Example 7(E), 0.875 g, 0.005 mol) and diisopropylethylamine (0.7 g, 0.0055 mol) was added 4-chloro-4-methyl-1-(2-nitro-1H-imidazol-1-yl)-3-nitrosopentane (Example 10(A), 1.3 g, 0.05 mol) and the mixture was stirred at room temperature for 24 hrs. The white solid formed was filtered and dried. This was purified by column chromatography (silica gel, CH2Cl2 :CH3OH) followed by recrystallization from acetonitrile. mp 122°-123° C. 1H...